This data is from the Open Reaction Database (ORD), a public repository of structured organic reaction records. The task is: describe an organic reaction: reactants, conditions, products, and yield Starting materials: O=C(Cl)OCc1ccccc1, COc1ccc(C2Sc3cc(Cl)ccc3N(CCN(C)Cc3ccccc3)C(=O)C2OC(C)=O)cc1, c1ccccc1. Yields the product COc1ccc(C2Sc3cc(Cl)ccc3N(CCN(C)C(=O)OCc3ccccc3)C(=O)C2OC(C)=O)cc1. Reaction SMILES: [CH2:37]([c:38]1[cH:39][cH:40][cH:41][cH:42][cH:43]1)[O:44][C:45](=[O:46])[Cl:47].[CH3:1][O:2][c:3]1[cH:4][cH:5][c:6]([CH:9]2[S:10][c:11]3[c:12]([cH:32][cH:33][c:34]([Cl:36])[cH:35]3)[N:13]([CH2:21][CH2:22][N:23]([CH3:24])[CH2:25][c:26]3[cH:27][cH:28][cH:29][cH:30][cH:31]3)[C:14](=[O:20])[CH:15]2[O:16][C:17]([CH3:18])=[O:19])[cH:7][cH:8]1.[cH:48]1[cH:49][cH:50][cH:51][cH:52][cH:53]1>>[CH3:1][O:2][c:3]1[cH:4][cH:5][c:6]([CH:9]2[S:10][c:11]3[c:12]([cH:32][cH:33][c:34]([Cl:36])[cH:35]3)[N:13]([CH2:21][CH2:22][N:23]([CH3:24])[C:45]([O:44][CH2:37][c:38]3[cH:39][cH:40][cH:41][cH:42][cH:43]3)=[O:46])[C:14](=[O:20])[CH:15]2[O:16][C:17]([CH3:18])=[O:19])[cH:7][cH:8]1. The reactants are C([O-])(O)=O.[Na+] (Sodium bicarbonate), C(C1=CC=CC=C1)OC(=O)NCCCC[C@@H](C(=O)O)Br ((S)-6-{[(Benzyl-oxy)carbonyl]amino}-2-bromohexanoic acid), ClC(C(OC(C)(C)C)=N)(Cl)Cl (t-butyl trichloroacetimidate), B(F)(F)F.CCOCC (boron trifluoride etherate), C(C1=CC=CC=C1)OC(=O)NCCCC[C@@H](C(=O)O)Br ((S)-6-{[(benzyloxy)carbonyl]amino}-2-bromohexanoic acid). Run in C(Cl)(Cl)Cl (chloroform), hexanes, C(Cl)(Cl)Cl (chloroform). Run at time 30 minute. The product is C(C1=CC=CC=C1)OC(=O)NCCCCC(C(=O)OC(C)(C)C)Br (tert-Butyl 6-{[(benzyloxy)carbonyl]amino}-2-bromohexanoate). RXN SMILES: [CH2:1]([O:8][C:9]([NH:11][CH2:12][CH2:13][CH2:14][CH2:15][C@H:16]([Br:20])[C:17]([OH:19])=[O:18])=[O:10])[C:2]1[CH:7]=[CH:6][CH:5]=[CH:4][CH:3]=1.ClC(Cl)(Cl)C(=N)O[C:25]([CH3:28])([CH3:27])[CH3:26].B(F)(F)F.CCOCC.C(=O)(O)[O-].[Na+]>C(Cl)(Cl)Cl>[CH2:1]([O:8][C:9]([NH:11][CH2:12][CH2:13][CH2:14][CH2:15][CH:16]([Br:20])[C:17]([O:19][C:25]([CH3:28])([CH3:27])[CH3:26])=[O:18])=[O:10])[C:2]1[CH:3]=[CH:4][CH:5]=[CH:6][CH:7]=1 |f:2.3,4.5|. Procedure details: (S)-6-{[(Benzyl-oxy)carbonyl]amino}-2-bromohexanoic acid, 10.0 g (0.029 mole), was dissolved in chloroform, 20 mL. To this was added a solution of t-butyl trichloroacetimidate, 12.7 g (0.058 mole), dissolved in chloroform, 50 mL, drop-wise over 30 minutes. The mixture was allowed to stir an additional 5 minutes and boron trifluoride etherate, 100 μL, was added. The reaction mixture was allowed to stir overnight. Sodium bicarbonate, 5 g, was added. After stirring 10 minutes, hexanes, 50 mL, was a... Reaction conditions: time 16 hour. As a reaction SMILES: [CH3:1][CH:2]([CH:6]([OH:12])[CH2:7][CH:8]=[C:9]([CH3:11])[CH3:10])[CH2:3][CH2:4][OH:5].[C:13](OC(=O)C)(=[O:15])[CH3:14].N1C=CC=CC=1>CCOCC>[C:13]([O:5][CH2:4][CH2:3][CH:2]([CH3:1])[CH:6]([OH:12])[CH2:7][CH:8]=[C:9]([CH3:11])[CH3:10])(=[O:15])[CH3:14]. The reactants are CC(CCO)C(CC=C(C)C)O (3,7-dimethyl-4-hydroxy-6-octen-1-ol), C(C)(=O)OC(C)=O (acetic anhydride), N1=CC=CC=C1 (pyridine). Isolated yield 36.5%. Run in CCOCC (ether), CCOCC (ether). The product is C(C)(=O)OCCC(C(CC=C(C)C)O)C (8-acetoxy-2,6-dimethyl-5-hydroxy-2-octene). Procedure: A mixture of 3,7-dimethyl-4-hydroxy-6-octen-1-ol (5.06 g, 29 mmole), acetic anhydride (3.06 g, 30 mmole), pyridine (4.75 g, 60 mmole) and ether (100 ml) is stirred at room temperature for 16 hours. The resulting mixture is treated with ether (200 ml) and washed with saturated cupric sulfate solution (2×100 ml). The organic phase is dried (Na2SO4) and evaporated in vacuo to give 8-acetoxy-2,6-dimethyl-5-hydroxy-2-octene as a colorless oil (2.27 g, 45%). Starting materials: OC1CN=CNC1 (5-Hydroxy-1,4,5,6-tetrahydropyrimidine), C(C)(=O)O (acetic acid), S(=O)(Cl)Cl (thionylchloride). Yields the product Cl.C(C)(=O)OC1CN=CNC1 (5-Acetoxy-1,4,5,6-tetrahydropyrimidine HCl). Yield: 7.0%. Reaction SMILES: [OH:1][CH:2]1[CH2:7][NH:6][CH:5]=[N:4][CH2:3]1.S(Cl)([Cl:10])=O.[C:12](O)(=[O:14])[CH3:13]>>[ClH:10].[C:12]([O:1][CH:2]1[CH2:7][NH:6][CH:5]=[N:4][CH2:3]1)(=[O:14])[CH3:13] |f:3.4|. Reported procedure: 5-Hydroxy-1,4,5,6-tetrahydropyrimidine (JOC, 1966, 31, 3838; 1 g, 10 mmol) was dissolved in glacial acetic acid (25 ml) with stirring, and thionylchloride (0.73 ml, 10 mmol) was added dropwise. The resulting solution was refluxed 19 hours, then evaporated to dryness in vacuo. The residue was taken up in water (5 ml), the pH adjusted to 12 (sat. Na2CO3), and extracted with chloroform. The chloroform was dried (MgSO4) and evaporated in vacuo to 440 mg (25%) product as a clear oil identified by 400... Reactants: C(C)(=O)N1CC(C2=CC=C(C=C12)N)(C)C (1-acetyl-3,3-dimethylindolin-6-amine), C(=O)(N1C=NC=C1)N1C=NC=C1 (1,1′-carbonylbis(1H-imidazole)), N1C=NC=C1 (1H-imidazole), Cl.CC(N)(C)C(=O)OC (methyl 2-methylalaninate hydrochloride). Solvent: O1CCCC1 (tetrahydrofuran), O (water), O1CCCC1 (tetrahydrofuran), C(C)N(CC)CC (triethylamine). Reaction conditions: temperature 0 celsius, time 1 hour. Product: C(C)(=O)N1CC(C2=CC=C(C=C12)N1C(NC(C1=O)(C)C)=O)(C)C (3-(1-acetyl-3,3-dimethyl-2,3-dihydro-1H-indol-6-yl)-5,5-dimethylimidazolidine-2,4-dione). Isolated yield 75.1%. Reaction SMILES: [C:1](N1C=CN=C1)(N1C=CN=C1)=[O:2].N1C=CN=C1.[C:18]([N:21]1[C:29]2[C:24](=[CH:25][CH:26]=[C:27]([NH2:30])[CH:28]=2)[C:23]([CH3:32])([CH3:31])[CH2:22]1)(=[O:20])[CH3:19].Cl.[CH3:34][C:35]([C:38]([O:40]C)=O)([CH3:37])[NH2:36]>O1CCCC1.O.C(N(CC)CC)C>[C:18]([N:21]1[C:29]2[C:24](=[CH:25][CH:26]=[C:27]([N:30]3[C:38](=[O:40])[C:35]([CH3:34])([CH3:37])[NH:36][C:1]3=[O:2])[CH:28]=2)[C:23]([CH3:32])([CH3:31])[CH2:22]1)(=[O:20])[CH3:19] |f:3.4|. Procedure details: A solution of 6.6 g of 1,1′-carbonylbis(1H-imidazole) and 460 mg of 1H-imidazole in 50 mL of tetrahydrofuran is stirred under argon and cooled in an ice bath at 0° C. To this solution is added a suspension of 6.9 g of 1-acetyl-3,3-dimethylindolin-6-amine obtained in stage f) below in 50 mL of tetrahydrofuran. After stirring for one hour, 9.5 mL of triethylamine and 5.2 g of methyl 2-methylalaninate hydrochloride are added and the mixture is stirred for two hours at room temperature and then refl... Procedure: The title compound, white solid (80 mg, 66%), MS (ISP) m/z=403.4 [(M+H)+], mp 173° C., was prepared in accordance with the general method of example 32 from trans-4-{2-[4-(2,3-dihydrofuro[3,2-c]pyridin-4-yl)-piperazin-1-yl]-ethyl}-cyclohexanamine trihydrochloride (intermediate C) (132 mg, 0.3 mmol) and 3-hydroxy-propionic acid Yields the product O1CCC=2C(=NC=CC21)N2CCN(CC2)CC[C@@H]2CC[C@H](CC2)NC(CCO)=O (trans-N-(4-{2-[4-(2,3-Dihydrofuro[3,2-c]pyridin-4-yl)-piperazin-1-yl]-ethyl}-cyclohexyl)-3-hydroxypropanamide). Reaction SMILES: Cl.Cl.Cl.[O:4]1[C:12]2[CH:11]=[CH:10][N:9]=[C:8]([N:13]3[CH2:18][CH2:17][N:16]([CH2:19][CH2:20][C@H:21]4[CH2:26][CH2:25][C@H:24]([NH2:27])[CH2:23][CH2:22]4)[CH2:15][CH2:14]3)[C:7]=2[CH2:6][CH2:5]1.[OH:28][CH2:29][CH2:30][C:31](O)=[O:32]>>[O:4]1[C:12]2[CH:11]=[CH:10][N:9]=[C:8]([N:13]3[CH2:18][CH2:17][N:16]([CH2:19][CH2:20][C@H:21]4[CH2:26][CH2:25][C@H:24]([NH:27][C:29](=[O:28])[CH2:30][CH2:31][OH:32])[CH2:23][CH2:22]4)[CH2:15][CH2:14]3)[C:7]=2[CH2:6][CH2:5]1 |f:0.1.2.3|. Reactants: solid, Cl.Cl.Cl.O1CCC=2C(=NC=CC21)N2CCN(CC2)CC[C@@H]2CC[C@H](CC2)N (trans-4-{2-[4-(2,3-dihydrofuro[3,2-c]pyridin-4-yl)-piperazin-1-yl]-ethyl}-cyclohexanamine trihydrochloride), Cl.Cl.Cl.O1CCC=2C(=NC=CC21)N2CCN(CC2)CC[C@@H]2CC[C@H](CC2)N (trans-4-{2-[4-(2,3-dihydrofuro[3,2-c]pyridin-4-yl)-piperazin-1-yl]-ethyl}-cyclohexanamine trihydrochloride), OCCC(=O)O (3-hydroxy-propionic acid).